This data is from the Open Reaction Database (ORD), a public repository of structured organic reaction records. The task is: describe an organic reaction: reactants, conditions, products, and yield Starting materials: CN(C=O)C (N,N-dimethylformamide), C([O-])([O-])=O.[K+].[K+] (potassium carbonate), C(=O)(OC(C)(C)C)OC(=O)OC(C)(C)C (di-tert-butyl dicarbonate), C(C1=CC=CC=C1)#N (benzonitrile), 15, CN(C=O)C (N,N-dimethylformamide). Reaction conditions: temperature 50 celsius, time 6 hour. Yields the product C(C)(C)OC(C)C (diisopropyl ether), C(#N)C1=CC=C(OC=2C(NN(C2CC)C(=O)OC(C)(C)C)=O)C=C1 (tert-Butyl 4-(4-cyanophenoxy)-5-ethyl-3-oxo-2,3-dihydro-1H-pyrazole-1-carboxylate). The yield is 73.0%. As a reaction SMILES: [C:1](#[N:8])[C:2]1[CH:7]=[CH:6][CH:5]=[CH:4][CH:3]=1.[C:9](=[O:12])([O-])[O-].[K+].[K+].C(O[C:23]([O:25][C:26]([CH3:29])([CH3:28])[CH3:27])=[O:24])([O:17][C:18](C)([CH3:20])[CH3:19])=O.C[N:31](C)[CH:32]=[O:33]>>[CH:18]([O:17][CH:7]([CH3:6])[CH3:2])([CH3:20])[CH3:19].[C:1]([C:2]1[CH:7]=[CH:6][C:5]([O:12][C:9]2[C:32](=[O:33])[NH:31][N:8]([C:23]([O:25][C:26]([CH3:27])([CH3:28])[CH3:29])=[O:24])[C:1]=2[CH2:2][CH3:3])=[CH:4][CH:3]=1)#[N:8] |f:1.2.3|. Reported procedure: To a stirred solution of the benzonitrile of Preparation 15 (800 mg, 3.5 mmol) in N,N-dimethylformamide (10 ml), under nitrogen, were added potassium carbonate (580 mg, 4.2 mmol) and di-tert-butyl dicarbonate (915 mg, 4.2 mmol), dissolved in N,N-dimethylformamide (10 ml). The reaction mixture was stirred at 50° C. for 6 hours. It was then partitioned between ethyl acetate (100 ml) and water (200 ml). The organic layer was separated and the aqueous layer was extracted with dichloromethane (3×50 m... The reactants are C(=O)(N1C=NC=C1)N1C=NC=C1 (carbonyldiimidazole), O1CCCC1 (tetrahydrofuran), amine, R1NH2. Solvent: C(Cl)Cl (CH2Cl2). Yields the product C1(CCCCC1)N=C=NC1CCCCC1 (dicyclohexylcarbodiimide), ( 39 ). As a reaction SMILES: [C:1]([N:8]1[CH:12]=[CH:11]N=C1)([N:3]1[CH:7]=[CH:6]N=C1)=O.O1[CH2:17][CH2:16][CH2:15][CH2:14]1>C(Cl)Cl>[CH:12]1([N:8]=[C:1]=[N:3][CH:7]2[CH2:6][CH2:17][CH2:16][CH2:15][CH2:14]2)[CH2:11][CH2:17][CH2:16][CH2:15][CH2:14]1. Procedure details: The compounds of Formula I wherein n is two, R2 is hydrogen, R3 is phenyl or substituted phenyl, and X is a tetrazole are prepared as set forth in Chart V. Compound (32) is prepared according to the method of Paganelli (Tett. Lett. 1991;32:2807-2810) by a transition metal catalyzed Michael addition of benzyl cyanide to methyl acrylate. Compound (32) is then treated with (n-Bu) 3SnN3 in refluxing dioxane to give the tetrazole (33), which is then alkylated with an alkyl halide, R4 halo, e.g., R4Br... The reactants are COC=1C=C2C(=NC=NC2=CC1OC)OC1=CC=C(N)C=C1 (4-[(6,7-Dimethoxy-4-quinazolinyl)oxy]aniline), ClC(Cl)(OC(OC(Cl)(Cl)Cl)=O)Cl (triphosgene), C([O-])(O)=O.[Na+] (sodium bicarbonate), CCC(CCC)O (3-hexanol). Run in C(C)N(CC)CC (triethylamine), C1(=CC=CC=C1)C (toluene), C(Cl)Cl (methylene chloride). The product is COC=1C=C2C(=NC=NC2=CC1OC)OC1=CC=C(C=C1)NC(OC(CCC)CC)=O (1-Ethylbutyl N-{4-[(6,7-dimethoxy-4-quinazolinyl)oxy]phenyl}carbamate). Yield: 86.6%. As a reaction SMILES: [CH3:1][O:2][C:3]1[CH:4]=[C:5]2[C:10](=[CH:11][C:12]=1[O:13][CH3:14])[N:9]=[CH:8][N:7]=[C:6]2[O:15][C:16]1[CH:22]=[CH:21][C:19]([NH2:20])=[CH:18][CH:17]=1.Cl[C:24](Cl)([O:26]C(=O)OC(Cl)(Cl)Cl)Cl.[CH3:35][CH2:36][CH:37]([OH:41])[CH2:38][CH2:39][CH3:40].C(=O)(O)[O-].[Na+]>C(Cl)Cl.C(N(CC)CC)C.C1(C)C=CC=CC=1>[CH3:1][O:2][C:3]1[CH:4]=[C:5]2[C:10](=[CH:11][C:12]=1[O:13][CH3:14])[N:9]=[CH:8][N:7]=[C:6]2[O:15][C:16]1[CH:22]=[CH:21][C:19]([NH:20][C:24](=[O:26])[O:41][CH:37]([CH2:36][CH3:35])[CH2:38][CH2:39][CH3:40])=[CH:18][CH:17]=1 |f:3.4|. Reported procedure: 4-[(6,7-Dimethoxy-4-quinazolinyl)oxy]aniline (50 mg) was added to toluene (5 ml), and triethylamine (0.5 ml), and the mixture was heated under reflux to prepare a solution. A solution of triphosgene (77 mg) in methylene chloride was then added thereto, and the mixture was heated under reflux for 10 min. Next, 3-hexanol (27 mg) was added thereto, and the mixture was further stirred with heating under reflux for 3 hr. A saturated aqueous sodium bicarbonate solution was added to stop the reaction, ... The reactants are ClC1=CC=C(C=C1)C1=CNC(=C1)C(=O)NC1=CC(=C(OCCNC(OC(C)(C)C)=O)C=C1)OC (tert-butyl 2-(4-(3-(4-chlorophenyl)-1H-pyrrole-5-carboxamido)-2-methoxyphenoxy)ethylcarbamate), BrCCBr (1,2-dibromoethane). Yields the product ClC1=CC=C(C=C1)C=1C=C2N(CCN(C2=O)C2=CC(=C(OCCNC(OC(C)(C)C)=O)C=C2)OC)C1 (tert-butyl 2-(4-(7-(4-chlorophenyl)-1-oxo-3,4-dihydropyrrolo[1,2-a]pyrazin-2(1H)-yl)-2-methoxyphenoxy)ethylcarbamate). Reaction SMILES: [Cl:1][C:2]1[CH:7]=[CH:6][C:5]([C:8]2[CH:12]=[C:11]([C:13]([NH:15][C:16]3[CH:32]=[CH:31][C:19]([O:20][CH2:21][CH2:22][NH:23][C:24](=[O:30])[O:25][C:26]([CH3:29])([CH3:28])[CH3:27])=[C:18]([O:33][CH3:34])[CH:17]=3)=[O:14])[NH:10][CH:9]=2)=[CH:4][CH:3]=1.Br[CH2:36][CH2:37]Br>>[Cl:1][C:2]1[CH:3]=[CH:4][C:5]([C:8]2[CH:12]=[C:11]3[C:13](=[O:14])[N:15]([C:16]4[CH:32]=[CH:31][C:19]([O:20][CH2:21][CH2:22][NH:23][C:24](=[O:30])[O:25][C:26]([CH3:27])([CH3:28])[CH3:29])=[C:18]([O:33][CH3:34])[CH:17]=4)[CH2:37][CH2:36][N:10]3[CH:9]=2)=[CH:6][CH:7]=1. Reported procedure: Following the procedure described in step D of Example 1, the above product of step B (55 mg) was alkylated with 1,2-dibromoethane to yield 7 mg of the title compound. MS (ESI) 456 (M+H)+. The reactants are CCO, CCOC(=O)C(Cc1ccccc1)(OC1CCCCO1)C(=O)OCC. Yields the product CCOC(=O)C(O)(Cc1ccccc1)C(=O)OCC. RXN SMILES: [CH3:26][CH2:27][OH:28].[c:1]1([CH2:7][C:8]([C:9](=[O:10])[O:11][CH2:12][CH3:13])([O:14][CH:15]2[CH2:16][CH2:17][CH2:18][CH2:19][O:20]2)[C:21](=[O:22])[O:23][CH2:24][CH3:25])[cH:2][cH:3][cH:4][cH:5][cH:6]1>>[c:1]1([CH2:7][C:8]([C:9](=[O:10])[O:11][CH2:12][CH3:13])([OH:14])[C:21](=[O:22])[O:23][CH2:24][CH3:25])[cH:2][cH:3][cH:4][cH:5][cH:6]1.